Dataset: the Open Reaction Database (ORD), a public repository of structured organic reaction records. Task: describe an organic reaction: reactants, conditions, products, and yield Starting materials: CS(C)=O, [H-], Nc1cc(Cl)ccn1, [Na+], O, Cc1c[nH]c2ccc(O)cc12. The product is Cc1c[nH]c2ccc(Oc3ccnc(N)c3)cc12. Reaction SMILES: [CH3:22][S:23](=[O:24])[CH3:25].[H-:20].[NH2:12][c:13]1[n:14][cH:15][cH:16][c:17]([Cl:19])[cH:18]1.[Na+:21].[OH2:26].[OH:1][c:2]1[cH:3][c:4]2[c:5]([CH3:11])[cH:6][nH:7][c:8]2[cH:9][cH:10]1>>[O:1]([c:2]1[cH:3][c:4]2[c:5]([CH3:11])[cH:6][nH:7][c:8]2[cH:9][cH:10]1)[c:17]1[cH:16][cH:15][n:14][c:13]([NH2:12])[cH:18]1. Reactants: CC(C)(C)[Si](OCc1ccccc1C(CCCCCO)S(=O)(=O)c1ccc(Cl)cc1)(c1ccccc1)c1ccccc1, CCCC[N+](CCCC)(CCCC)CCCC, CO, [F-], C1CCOC1, O. The product is O=S(=O)(c1ccc(Cl)cc1)C(CCCCCO)c1ccccc1CO. RXN SMILES: [C:1]([Si:2]([c:3]1[cH:4][cH:5][cH:31][cH:32][cH:33]1)([O:6][CH2:7][c:8]1[c:9]([CH:14]([CH2:15][CH2:16][CH2:17][CH2:18][CH2:19][OH:20])[S:21](=[O:22])(=[O:23])[c:24]2[cH:25][cH:26][c:27]([Cl:30])[cH:28][cH:29]2)[cH:10][cH:11][cH:12][cH:13]1)[c:34]1[cH:35][cH:36][cH:37][cH:38][cH:39]1)([CH3:40])([CH3:41])[CH3:42].[CH3:44][CH2:45][CH2:46][CH2:47][N+:48]([CH2:49][CH2:50][CH2:51][CH3:52])([CH2:53][CH2:54][CH2:55][CH3:56])[CH2:57][CH2:58][CH2:59][CH3:60].[CH3:62][OH:63].[F-:43].[O:64]1[CH2:65][CH2:66][CH2:67][CH2:68]1.[OH2:61]>>[OH:6][CH2:7][c:8]1[c:9]([CH:14]([CH2:15][CH2:16][CH2:17][CH2:18][CH2:19][OH:20])[S:21](=[O:22])(=[O:23])[c:24]2[cH:25][cH:26][c:27]([Cl:30])[cH:28][cH:29]2)[cH:10][cH:11][cH:12][cH:13]1.